From a dataset of the Open Reaction Database (ORD), a public repository of structured organic reaction records. describe an organic reaction: reactants, conditions, products, and yield The reactants are CC1(C)CCC(C)(C)c2c(O)cc(Br)cc21, [Li]C(C)(C)C, C1CCOC1, CN(C)C=O, Cl. The product is CC1(C)CCC(C)(C)c2c(O)cc(C=O)cc21. As a reaction SMILES: [Br:1][c:2]1[cH:3][c:4]([OH:16])[c:5]2[c:10]([cH:11]1)[C:9]([CH3:12])([CH3:13])[CH2:8][CH2:7][C:6]2([CH3:14])[CH3:15].[C:17]([Li:18])([CH3:19])([CH3:20])[CH3:21].[CH2:28]1[O:29][CH2:30][CH2:31][CH2:32]1.[CH3:22][N:23]([CH:24]=[O:25])[CH3:26].[ClH:27]>>[c:2]1([CH:24]=[O:25])[cH:3][c:4]([OH:16])[c:5]2[c:10]([cH:11]1)[C:9]([CH3:12])([CH3:13])[CH2:8][CH2:7][C:6]2([CH3:14])[CH3:15]. Reactants: Cl.COC1=C2C=CC=C(C2=CC=C1)OC1CCNCC1 (4-(5-methoxy-1-naphthalenyloxy)piperidine hydrochloride), ClCCCC(=O)C1=CC=CC=C1 (4-chloro-1-phenyl-1-butanone), Cl.C1=C(C=CC2=CC=CC=C12)OC1CCNCC1 (4-(2-naphthalenyloxy)piperidine hydrochloride), ClCCC(=O)C1=CC=C(C=C1)Cl (3-chloro-1-(4-chlorophenyl)-1-propanone). The product is Cl.COC1=C2C=CC=C(C2=CC=C1)OC1CCN(CC1)CCC(=O)C1=CC=C(C=C1)Cl (3-[4-(5-methoxy-1-naphthalenyloxy)-1-piperidyl]-1-(4-chlorophenyl)-1-propanone hydrochloride). As a reaction SMILES: Cl.[CH3:2][O:3][C:4]1[CH:13]=[CH:12][CH:11]=[C:10]2[C:5]=1[CH:6]=[CH:7][CH:8]=[C:9]2[O:14][CH:15]1[CH2:20][CH2:19][NH:18][CH2:17][CH2:16]1.Cl.C1C2C(=CC=CC=2)C=CC=1OC1CCNCC1.[Cl:39][CH2:40][CH2:41][C:42]([C:44]1[CH:49]=[CH:48][C:47]([Cl:50])=[CH:46][CH:45]=1)=[O:43].ClCCCC(C1C=CC=CC=1)=O>>[ClH:39].[CH3:2][O:3][C:4]1[CH:13]=[CH:12][CH:11]=[C:10]2[C:5]=1[CH:6]=[CH:7][CH:8]=[C:9]2[O:14][CH:15]1[CH2:20][CH2:19][N:18]([CH2:40][CH2:41][C:42]([C:44]2[CH:45]=[CH:46][C:47]([Cl:50])=[CH:48][CH:49]=2)=[O:43])[CH2:17][CH2:16]1 |f:0.1,2.3,6.7|. Procedure: When in the procedure of Example 13, 4-(5-methoxy-1-naphthalenyloxy)piperidine hydrochloride is substituted for 4-(2-naphthalenyloxy)piperidine hydrochloride and 3-chloro-1-(4-chlorophenyl)-1-propanone substituted for 4-chloro-1-phenyl-1-butanone, 3-[4-(5-methoxy-1-naphthalenyloxy)-1-piperidyl]-1-(4-chlorophenyl)-1-propanone hydrochloride is produced.